The task is: describe an organic reaction: reactants, conditions, products, and yield. This data is from the Open Reaction Database (ORD), a public repository of structured organic reaction records. The reactants are anhydride, CC1C(=O)OC(C1)=O (methylsuccinic anhydride), anhydride, four, P(=O)(O)(O)CNCC(=O)OCC (ethyl N-phosphonomethylglycinate), [OH-].[Na+] (sodium hydroxide), seven. Solvent: O (water), O (water), O (water). Product: C(=O)(OCC)CN(C(CC(C(=O)O)C)=O)CP(=O)(O)O (N-carbethoxymethyl-N-(phosphonomethyl)-2-methylsuccinamic acid), monohydrate. As a reaction SMILES: [P:1]([CH2:5][NH:6][CH2:7][C:8]([O:10][CH2:11][CH3:12])=[O:9])([OH:4])([OH:3])=[O:2].[OH-].[Na+].[CH3:15][CH:16]1[CH2:21][C:20](=[O:22])[O:19][C:17]1=[O:18]>O>[C:8]([CH2:7][N:6]([CH2:5][P:1]([OH:4])([OH:3])=[O:2])[C:20](=[O:22])[CH2:21][CH:16]([CH3:15])[C:17]([OH:19])=[O:18])([O:10][CH2:11][CH3:12])=[O:9] |f:1.2|. Reported procedure: A suitable reaction vessel is charged with 3.94 grams (0.02 mole) of ethyl N-phosphonomethylglycinate in 15 ml. of water. While cooling below about 15° C. in an icebath, 50% aqueous sodium hydroxide is added to obtain a pH of about 8. There is then added 2.51 grams (0.022 mole) of methylsuccinic anhydride with stirring and continued cooling. Two further 1.0 gram portions of anhydride are added to complete the reaction, the pH being maintained with additional alkali. The reaction mixture is dilut... Starting materials: O=C(O)CBr, CC(C)(C)OC(=O)N1CCC(O)CC1, C1CCOC1, [H-], [Na+]. The product is CC(C)(C)OC(=O)N1CCC(OCC(=O)O)CC1. Reaction SMILES: [Br:17][CH2:18][C:19](=[O:20])[OH:21].[C:3]([CH3:4])([CH3:5])([CH3:6])[O:7][C:8](=[O:9])[N:10]1[CH2:11][CH2:12][CH:13]([OH:16])[CH2:14][CH2:15]1.[CH2:22]1[O:23][CH2:24][CH2:25][CH2:26]1.[H-:1].[Na+:2]>>[C:3]([CH3:4])([CH3:5])([CH3:6])[O:7][C:8](=[O:9])[N:10]1[CH2:11][CH2:12][CH:13]([O:16][CH2:18][C:19](=[O:20])[OH:21])[CH2:14][CH2:15]1. The reactants are CCOC(=O)C1CN(C(=O)CCC(=O)OC)c2cccc(NC(=O)c3ccc(OCCCCc4ccccc4)cc3)c2O1, COC(=O)CCCN1CC(C(=O)NS(=O)(=O)c2ccccc2)Oc2c(NC(=O)c3ccc(OCCCCc4ccccc4)cc3)cccc21. Product: O=C(O)CCCN1CC(C(=O)NS(=O)(=O)c2ccccc2)Oc2c(NC(=O)c3ccc(OCCCCc4ccccc4)cc3)cccc21. Reaction SMILES: [CH3:1][O:2][C:3](=[O:4])[CH2:5][CH2:6][C:7]([N:8]1[c:9]2[cH:10][cH:11][cH:12][c:13]([NH:14][C:15](=[O:16])[c:17]3[cH:18][cH:19][c:20]([O:21][CH2:22][CH2:23][CH2:24][CH2:25][c:26]4[cH:27][cH:28][cH:29][cH:30][cH:31]4)[cH:32][cH:33]3)[c:34]2[O:35][CH:36]([C:37]([O:38][CH2:39][CH3:40])=[O:41])[CH2:42]1)=[O:43].[c:44]1([CH2:50][CH2:51][CH2:52][CH2:53][O:54][c:55]2[cH:56][cH:57][c:58]([C:59](=[O:60])[NH:61][c:62]3[cH:63][cH:64][cH:65][c:66]4[c:71]3[O:70][CH:69]([C:72](=[O:73])[NH:74][S:75](=[O:76])(=[O:77])[c:78]3[cH:79][cH:80][cH:81][cH:82][cH:83]3)[CH2:68][N:67]4[CH2:84][CH2:85][CH2:86][C:87](=[O:88])[O:89][CH3:90])[cH:91][cH:92]2)[cH:45][cH:46][cH:47][cH:48][cH:49]1>>[c:44]1([CH2:50][CH2:51][CH2:52][CH2:53][O:54][c:55]2[cH:56][cH:57][c:58]([C:59](=[O:60])[NH:61][c:62]3[cH:63][cH:64][cH:65][c:66]4[c:71]3[O:70][CH:69]([C:72](=[O:73])[NH:74][S:75](=[O:76])(=[O:77])[c:78]3[cH:79][cH:80][cH:81][cH:82][cH:83]3)[CH2:68][N:67]4[CH2:84][CH2:85][CH2:86][C:87](=[O:88])[OH:89])[cH:91][cH:92]2)[cH:45][cH:46][cH:47][cH:48][cH:49]1. Starting materials: BrC=1C=NC=C(C1)CN1C(=NC=C1)C (3-bromo-5-(2-methyl-imidazol-1-ylmethyl)-pyridine), CC(=O)[O-].[K+] (KOAc), CCO (EtOH), ClC1=CC=C(C=C1)B(O)O (4-Chlorophenyl boronic acid), C(=O)([O-])[O-].[Na+].[Na+] (Na2CO3). Reagents/catalysts: C1([P]([Pd][P](C2=CC=CC=C2)(C3=CC=CC=C3)C4=CC=CC=C4)(C5=CC=CC=C5)C6=CC=CC=C6)=CC=CC=C1 (bis(triphenylphosphine)palladium). Run in O1CCOCC1 (dioxane). Run at temperature 100 celsius. Yields the product Cl.ClC1=CC=C(C=C1)C=1C=NC=C(C1)CN1C(=NC=C1)C (3-(4-Chloro-phenyl)-5-(2-methyl-imidazol-1-yl-methyl)-pyridine Hydrochloride). Yield: 1224.2%. As a reaction SMILES: Br[C:2]1[CH:3]=[N:4][CH:5]=[C:6]([CH2:8][N:9]2[CH:13]=[CH:12][N:11]=[C:10]2[CH3:14])[CH:7]=1.CC([O-])=O.[K+].[Cl:20][C:21]1[CH:26]=[CH:25][C:24](B(O)O)=[CH:23][CH:22]=1.C([O-])([O-])=O.[Na+].[Na+].CCO>O1CCOCC1.C1(C=CC=CC=1)[P](C1C=CC=CC=1)(C1C=CC=CC=1)[Pd][P](C1C=CC=CC=1)(C1C=CC=CC=1)C1C=CC=CC=1>[ClH:20].[Cl:20][C:21]1[CH:26]=[CH:25][C:24]([C:2]2[CH:3]=[N:4][CH:5]=[C:6]([CH2:8][N:9]3[CH:13]=[CH:12][N:11]=[C:10]3[CH3:14])[CH:7]=2)=[CH:23][CH:22]=1 |f:1.2,4.5.6,10.11,^1:50,64|. Procedure: A mixture of 3-bromo-5-(2-methyl-imidazol-1-ylmethyl)-pyridine (120 mg, 0.48 mmol), bis(triphenylphosphine)palladium (II) choride (10 mg, 0.01 mmol) and KOAc (140 mg, 0.14 mmol) were stirred in dioxane (10 ml) for 1 h at 20° C. 4-Chlorophenyl boronic acid (78 mg, 0.05 mmol) and 2N Na2CO3 solution (1.2 ml) were then added and the mixture heated to 100° C. for 7-24 h under an argon atmosphere. After cooling, the solvent was evaporated and 2N NaOH (5 ml) and AcOEt were added. The mixture was shaken... Reactants: Cl (hydrochloric acid), ClC1=NC=C2NC(N(C2=N1)C)=O (2-chloro-9-methyl-7,9-dihydro-8H-purine-8-one), C1(=CC=CC=C1)/C=C/B(O)O (trans-2-phenylvinylboronic acid), C([O-])([O-])=O.[K+].[K+] (potassium carbonate). Reagents/catalysts: CC(C)([P](C(C)(C)C)([Pd][P](C(C)(C)C)(C(C)(C)C)C(C)(C)C)C(C)(C)C)C (bis(tri-tert-butylphosphine)palladium). Solvent: CN1C(CCC1)=O (1-methylpyrrolidin-2-one). Reaction conditions: temperature 150 celsius, time 1 hour. Yields the product CN1C2=NC(=NC=C2NC1=O)\C=C\C1=CC=CC=C1 (9-methyl-2-[(E)-2-phenylethenyl]-7,9-dihydro-8H-purine-8-one). Reaction SMILES: Cl[C:2]1[N:10]=[C:9]2[C:5]([NH:6][C:7](=[O:12])[N:8]2[CH3:11])=[CH:4][N:3]=1.[C:13]1(/[CH:19]=[CH:20]/B(O)O)[CH:18]=[CH:17][CH:16]=[CH:15][CH:14]=1.C(=O)([O-])[O-].[K+].[K+].Cl>CC(C)([P](C(C)(C)C)([Pd][P](C(C)(C)C)(C(C)(C)C)C(C)(C)C)C(C)(C)C)C.CN1CCCC1=O>[CH3:11][N:8]1[C:7](=[O:12])[NH:6][C:5]2[C:9]1=[N:10][C:2](/[CH:20]=[CH:19]/[C:13]1[CH:18]=[CH:17][CH:16]=[CH:15][CH:14]=1)=[N:3][CH:4]=2 |f:2.3.4,^1:33,39|. Procedure: To a mixture of 2-chloro-9-methyl-7,9-dihydro-8H-purine-8-one <the compound of Reference Example 1> (200 mg), trans-2-phenylvinylboronic acid (192 mg), potassium carbonate (448 mg) and 1-methylpyrrolidin-2-one (3 ml) was added bis(tri-tert-butylphosphine)palladium (28 mg) under nitrogen atmosphere and the mixture was stirred at 150° C. under microwave irradiation for 1 hour. To the reaction mixture was added 1 mol/L hydrochloric acid (50 ml) and the crude solids precipitated were collected by fi... Reactants: CCOC(=O)NN, CCO, CCOC=Nc1nc(-c2ccc(C3CCCCC3)cc2)cs1. Reaction SMILES: [C:23]([NH:24][NH2:25])(=[O:26])[O:27][CH2:28][CH3:29].[CH3:30][CH2:31][OH:32].[CH:1]1([c:7]2[cH:8][cH:9][c:10](-[c:13]3[n:14][c:15]([N:18]=[CH:19][O:20][CH2:21][CH3:22])[s:16][cH:17]3)[cH:11][cH:12]2)[CH2:2][CH2:3][CH2:4][CH2:5][CH2:6]1>>[CH:1]1([c:7]2[cH:8][cH:9][c:10](-[c:13]3[n:14][c:15]([N:18]=[CH:19][NH:25][NH:24][C:23](=[O:26])[O:27][CH2:28][CH3:29])[s:16][cH:17]3)[cH:11][cH:12]2)[CH2:2][CH2:3][CH2:4][CH2:5][CH2:6]1. Product: CCOC(=O)NNC=Nc1nc(-c2ccc(C3CCCCC3)cc2)cs1.